Task: describe an organic reaction: reactants, conditions, products, and yield. Dataset: the Open Reaction Database (ORD), a public repository of structured organic reaction records Starting materials: NC1=NOC(=C1)C(CO)(C)C (2-(3-aminoisoxazol-5-yl)-2-methylpropan-1-ol), C([O-])([O-])=O.[K+].[K+] (potassium carbonate), ClC(=O)OC1=CC=CC=C1 (phenyl chloroformate). The solvent is O1CCCC1 (tetrahydrofuran), O1CCCC1 (tetrahydrofuran). Run at time 15 hour. Yields the product OCC(C)(C)C1=CC(=NO1)NC(OC1=CC=CC=C1)=O (phenyl 5-(1-hydroxy-2-methylpropan-2-yl)isoxazol-3-ylcarbamate). Yield: 67.9%. As a reaction SMILES: [NH2:1][C:2]1[CH:6]=[C:5]([C:7]([CH3:11])([CH3:10])[CH2:8][OH:9])[O:4][N:3]=1.C(=O)([O-])[O-].[K+].[K+].Cl[C:19]([O:21][C:22]1[CH:27]=[CH:26][CH:25]=[CH:24][CH:23]=1)=[O:20]>O1CCCC1>[OH:9][CH2:8][C:7]([C:5]1[O:4][N:3]=[C:2]([NH:1][C:19](=[O:20])[O:21][C:22]2[CH:27]=[CH:26][CH:25]=[CH:24][CH:23]=2)[CH:6]=1)([CH3:11])[CH3:10] |f:1.2.3|. Procedure details: To a stirred mixture of 2-(3-aminoisoxazol-5-yl)-2-methylpropan-1-ol from Step C (100 mg, 0.64 mmol) and potassium carbonate (166 mg, 1.20 mmol) in anhydrous tetrahydrofuran (15 mL) at rt, was added dropwise a solution of phenyl chloroformate (100 mg, 0.64 mmol) in tetrahydrofuran (6 mL). After stirring at rt for 15 h, the mixture was filtered and concentrated under reduced pressure. The residue was dissolved in dichloromethane (50 mL) and washed with water (50 mL), brine (50 mL), separated, and... Reactants: CCOC(C)=O, CCc1[nH]c(C(=O)O)nc1Cl, Cl, COC(=O)c1cccc2[nH]c(N3CCC(N)C(OC)C3)nc12, On1nnc2ccccc21. Yields the product CCc1[nH]c(C(=O)NC2CCN(c3nc4c(C(=O)OC)cccc4[nH]3)CC2OC)nc1Cl. RXN SMILES: [CH3:45][CH2:46][O:47][C:48](=[O:49])[CH3:50].[Cl:23][c:24]1[n:25][c:26]([C:31](=[O:32])[OH:33])[nH:27][c:28]1[CH2:29][CH3:30].[ClH:34].[NH2:1][CH:2]1[CH:3]([O:21][CH3:22])[CH2:4][N:5]([c:8]2[n:9][c:10]3[c:11]([nH:12]2)[cH:13][cH:14][cH:15][c:16]3[C:17](=[O:18])[O:19][CH3:20])[CH2:6][CH2:7]1.[OH:35][n:36]1[c:37]2[c:38]([cH:39][cH:40][cH:41][cH:42]2)[n:43][n:44]1>>[NH:1]([CH:2]1[CH:3]([O:21][CH3:22])[CH2:4][N:5]([c:8]2[n:9][c:10]3[c:11]([nH:12]2)[cH:13][cH:14][cH:15][c:16]3[C:17](=[O:18])[O:19][CH3:20])[CH2:6][CH2:7]1)[C:31]([c:26]1[n:25][c:24]([Cl:23])[c:28]([CH2:29][CH3:30])[nH:27]1)=[O:32]. The reactants are ClC=1C=C(C=CC1Cl)C1(C(NC(CC1)=O)=O)CCC(=O)O (racemic 3-[3-(3,4-dichlorophenyl)-2,6-dioxopiperidin-3-yl]propionic acid), CO (methanol), N1CCCCC1 (piperidine), Cl (HCl). The solvent is O (water). Yields the product C(N)(=O)C(CCC(=O)O)(CCC(=O)N1CCCCC1)C1=CC(=C(C=C1)Cl)Cl (4-Carbamoyl-4-(3,4-dichlorophenyl)-6-(piperidin-1-yl)carbonylhexanoic acid). Reaction SMILES: [Cl:1][C:2]1[CH:3]=[C:4]([C:9]2([CH2:17][CH2:18][C:19]([OH:21])=[O:20])[CH2:14][CH2:13][C:12](=[O:15])[NH:11][C:10]2=[O:16])[CH:5]=[CH:6][C:7]=1[Cl:8].CO.[NH:24]1[CH2:29][CH2:28][CH2:27][CH2:26][CH2:25]1.Cl>O>[C:10]([C:9]([C:4]1[CH:5]=[CH:6][C:7]([Cl:8])=[C:2]([Cl:1])[CH:3]=1)([CH2:14][CH2:13][C:12]([N:24]1[CH2:29][CH2:28][CH2:27][CH2:26][CH2:25]1)=[O:15])[CH2:17][CH2:18][C:19]([OH:21])=[O:20])(=[O:16])[NH2:11]. Reported procedure: 0.3 g of racemic 3-[3-(3,4-dichlorophenyl)-2,6-dioxopiperidin-3-yl]propionic acid, 1 ml of methanol and 0.5 ml of piperidine are placed at 60° C. for 15 hours in a round-bottomed flask. The reaction medium is diluted with 10 ml of water and acidified with 1 N HCl to pH 2-3. The white crystals formed are filtered, drained and then dried to give 0.3 g of the expected compound. The reactants are BrC1=CC=C(C(=O)OCC)C=C1 (ethyl 4-bromobenzoate), C[Si](C)(C)C#C ((trimethylsilyl)acetylene), C(C)NCC (diethylamine), O (water). The reagents and catalysts are C1=CC=C(C=C1)P(C2=CC=CC=C2)C3=CC=CC=C3.C1=CC=C(C=C1)P(C2=CC=CC=C2)C3=CC=CC=C3.Cl[Pd]Cl (bis(triphenylphosphine)palladium (II) chloride), [Cu]I (copper (I) iodide). Run in CCOCC (ether). Run at time 3 day. The product is C[Si](C)(C)C#CC1=CC=C(C(=O)OCC)C=C1 (Ethyl 4-[(trimethylsilyl)ethynyl]benzoate). Reaction SMILES: Br[C:2]1[CH:12]=[CH:11][C:5]([C:6]([O:8][CH2:9][CH3:10])=[O:7])=[CH:4][CH:3]=1.[CH3:13][Si:14]([C:17]#[CH:18])([CH3:16])[CH3:15].C(NCC)C.O>C1C=CC(P(C2C=CC=CC=2)C2C=CC=CC=2)=CC=1.C1C=CC(P(C2C=CC=CC=2)C2C=CC=CC=2)=CC=1.Cl[Pd]Cl.[Cu]I.CCOCC>[CH3:13][Si:14]([C:17]#[C:18][C:2]1[CH:12]=[CH:11][C:5]([C:6]([O:8][CH2:9][CH3:10])=[O:7])=[CH:4][CH:3]=1)([CH3:16])[CH3:15] |f:4.5.6|. Procedure: A resealable tube was flame-dried under high vacuum. The vacuum was broken by the addition of dry argon, and the flask was allowed to cool to room temperature. The flask was charged with 5.0 g (18.1 mmol) of ethyl 4-bromobenzoate, 7.7 mL (54.3 mmol) of (trimethylsilyl)acetylene, and 65 mL of diethylamine. The solution was purged with argon for 15 minutes and bis(triphenylphosphine)palladium (II) chloride (320 mg, 0.45 mmol) and copper (I) iodide (87 mg, 0.45 mmol) were added, the tube sealed, an... The reactants are C1CNCCN1, Cc1ccccc1, CC(=O)O, ClCCN1CCN2c3ccccc3Cc3ccccc3C2C1, O. The product is c1ccc2c(c1)Cc1ccccc1N1CCN(CCN3CCNCC3)CC21. Reaction SMILES: [CH2:23]1[CH2:24][NH:25][CH2:26][CH2:27][NH:28]1.[CH3:29][c:30]1[cH:31][cH:32][cH:33][cH:34][cH:35]1.[CH3:37][C:38](=[O:39])[OH:40].[Cl:1][CH2:2][CH2:3][N:4]1[CH2:5][CH:6]2[N:7]([c:8]3[c:9]([cH:17][cH:18][cH:19][cH:20]3)[CH2:10][c:11]3[c:12]2[cH:13][cH:14][cH:15][cH:16]3)[CH2:21][CH2:22]1.[OH2:36]>>[CH2:2]([CH2:3][N:4]1[CH2:5][CH:6]2[N:7]([c:8]3[c:9]([cH:17][cH:18][cH:19][cH:20]3)[CH2:10][c:11]3[c:12]2[cH:13][cH:14][cH:15][cH:16]3)[CH2:21][CH2:22]1)[N:25]1[CH2:24][CH2:23][NH:28][CH2:27][CH2:26]1.